This data is from the Open Reaction Database (ORD), a public repository of structured organic reaction records. The task is: describe an organic reaction: reactants, conditions, products, and yield The reactants are CCc1ccccc1-c1cccc(Br)c1O, O=C=O, [Li]CCCC, C1CCOC1, Cl, [H-], [Na+]. Yields the product CCc1ccccc1-c1cccc(C(=O)O)c1O. As a reaction SMILES: [Br:3][c:4]1[cH:5][cH:6][cH:7][c:8](-[c:11]2[c:12]([CH2:13][CH3:14])[cH:15][cH:16][cH:17][cH:18]2)[c:9]1[OH:10].[C:24](=[O:25])=[O:26].[CH2:19]([Li:20])[CH2:21][CH2:22][CH3:23].[CH2:28]1[O:29][CH2:30][CH2:31][CH2:32]1.[ClH:27].[H-:1].[Na+:2]>>[c:4]1([C:24](=[O:25])[OH:26])[cH:5][cH:6][cH:7][c:8](-[c:11]2[c:12]([CH2:13][CH3:14])[cH:15][cH:16][cH:17][cH:18]2)[c:9]1[OH:10].